Dataset: the Open Reaction Database (ORD), a public repository of structured organic reaction records. Task: describe an organic reaction: reactants, conditions, products, and yield The reactants are [BH4-].[Na+] (NaBH4), ClC1=CC=C(C=C1)S(=O)(=O)NCCC=1C=C(OCC(=O)N)C=CC1 (3-[2-(4-chlorophenylsulphonylamino)-ethyl]-phenoxyacetamide), ClC1=CC=C(C=C1)S(=O)(=O)NCCC=1C=C(OCCCC(=O)O)C=CC1 (4-[3-[2-(4-chlorophenylsulphonylamino)-ethyl]-phenoxy]butyric acid), ice water, [Cl-].[Al+3].[Cl-].[Cl-] (aluminium chloride), [OH-].[Na+] (NaOH). Solvent: C(C)(=O)OCC (ethyl acetate). Reaction conditions: time 30 minute. The product is ClC1=CC=C(C=C1)S(=O)(=O)NCCC=1C=C(OCCN)C=CC1 (1-[3-[2-(4-Chlorophenylsulphonylamino)-ethyl]-phenoxy]-2-aminoethane). As a reaction SMILES: [Cl:1][C:2]1[CH:7]=[CH:6][C:5]([S:8]([NH:11][CH2:12][CH2:13][C:14]2[CH:15]=[C:16]([CH:22]=[CH:23][CH:24]=2)[O:17][CH2:18][C:19]([NH2:21])=O)(=[O:10])=[O:9])=[CH:4][CH:3]=1.ClC1C=CC(S(NCCC2C=C(C=CC=2)OCCCC(O)=O)(=O)=O)=CC=1.[Cl-].[Al+3].[Cl-].[Cl-].[BH4-].[Na+].[OH-].[Na+]>C(OCC)(=O)C>[Cl:1][C:2]1[CH:3]=[CH:4][C:5]([S:8]([NH:11][CH2:12][CH2:13][C:14]2[CH:15]=[C:16]([CH:22]=[CH:23][CH:24]=2)[O:17][CH2:18][CH2:19][NH2:21])(=[O:10])=[O:9])=[CH:6][CH:7]=1 |f:2.3.4.5,6.7,8.9|. Procedure details: To a solution of 21.6 g (58.6 mmol) 3-[2-(4-chlorophenylsulphonylamino)-ethyl]-phenoxyacetamide and 175 ml dimethoxyethane one adds portionwise at 15°-20° C. 31.3 g (0.234 mol) anhydrous aluminium chloride and allows to stir further for 30min. One then adds 8.85 g (0.234 mol) NaBH4 portionwise thereto at 15°-20° C. within 1/2 hr. After 3 hrs. stirring while cooling, 130 ml ice-water are carefully added dropwise thereto, whereby the internal temperature is not to exceed 25° C. While cooling withi...